This data is from the Open Reaction Database (ORD), a public repository of structured organic reaction records. The task is: describe an organic reaction: reactants, conditions, products, and yield Product: CCOC(=O)c1cnn(C2CCOC2)c1-c1ccc(-c2c(C)cc(OCC)nc2C)cc1[N+](=O)[O-]. The reactants are CCOc1cc(C)c(Br)c(C)n1, O=C([O-])[O-], C1COCCO1, [Cs+], [Cs+], CCOC(=O)c1cnn(C2CCOC2)c1-c1ccc(B2OC(C)(C)C(C)(C)O2)cc1[N+](=O)[O-], O, c1ccc(P(c2ccccc2)(c2ccccc2)[Pd](P(c2ccccc2)(c2ccccc2)c2ccccc2)(P(c2ccccc2)(c2ccccc2)c2ccccc2)P(c2ccccc2)(c2ccccc2)c2ccccc2)cc1. As a reaction SMILES: [Br:34][c:35]1[c:36]([CH3:45])[n:37][c:38]([O:42][CH2:43][CH3:44])[cH:39][c:40]1[CH3:41].[C:46](=[O:47])([O-:48])[O-:49].[CH2:52]1[O:53][CH2:54][CH2:55][O:56][CH2:57]1.[Cs+:50].[Cs+:51].[N+:1](=[O:2])([O-:3])[c:4]1[c:5](-[c:19]2[c:20]([C:29](=[O:30])[O:31][CH2:32][CH3:33])[cH:21][n:22][n:23]2[CH:24]2[CH2:25][O:26][CH2:27][CH2:28]2)[cH:6][cH:7][c:8]([B:10]2[O:11][C:12]([CH3:13])([CH3:14])[C:15]([CH3:16])([CH3:17])[O:18]2)[cH:9]1.[OH2:58].[cH:59]1[cH:60][cH:61][c:62]([P:63]([Pd:64]([P:65]([c:66]2[cH:67][cH:68][cH:69][cH:70][cH:71]2)([c:72]2[cH:73][cH:74][cH:75][cH:76][cH:77]2)[c:78]2[cH:79][cH:80][cH:81][cH:82][cH:83]2)([P:84]([c:85]2[cH:86][cH:87][cH:88][cH:89][cH:90]2)([c:91]2[cH:92][cH:93][cH:94][cH:95][cH:96]2)[c:97]2[cH:98][cH:99][cH:100][cH:101][cH:102]2)[P:103]([c:104]2[cH:105][cH:106][cH:107][cH:108][cH:109]2)([c:110]2[cH:111][cH:112][cH:113][cH:114][cH:115]2)[c:116]2[cH:117][cH:118][cH:119][cH:120][cH:121]2)([c:122]2[cH:123][cH:124][cH:125][cH:126][cH:127]2)[c:128]2[cH:129][cH:130][cH:131][cH:132][cH:133]2)[cH:134][cH:135]1>>[N+:1](=[O:2])([O-:3])[c:4]1[c:5](-[c:19]2[c:20]([C:29](=[O:30])[O:31][CH2:32][CH3:33])[cH:21][n:22][n:23]2[CH:24]2[CH2:25][O:26][CH2:27][CH2:28]2)[cH:6][cH:7][c:8](-[c:35]2[c:36]([CH3:45])[n:37][c:38]([O:42][CH2:43][CH3:44])[cH:39][c:40]2[CH3:41])[cH:9]1. The reactants are COCC(=O)NC=1C(=NNC1C1=CC=CC=C1)C (2-methoxy-N-(3-methyl-5-phenyl-1H-pyrazol-4-yl)-acetamide), O=P12OP3(=O)OP(=O)(O1)OP(=O)(O2)O3 (phosphorous pentoxide). Run in P(=O)(Cl)(Cl)Cl (phosphorous oxychloride). Conditions: temperature 120 celsius. The product is COCC1=NC2=C(C=3C=CC=CC13)NN=C2C (5-Methoxymethyl-3-methyl-1H-pyrazolo[4,3-c]isoquinoline). RXN SMILES: [CH3:1][O:2][CH2:3][C:4]([NH:6][C:7]1[C:8]([CH3:18])=[N:9][NH:10][C:11]=1[C:12]1[CH:17]=[CH:16][CH:15]=[CH:14][CH:13]=1)=O.O=P12OP3(OP(OP(O3)(O1)=O)(=O)O2)=O>P(Cl)(Cl)(Cl)=O>[CH3:1][O:2][CH2:3][C:4]1[C:13]2[CH:14]=[CH:15][CH:16]=[CH:17][C:12]=2[C:11]2[NH:10][N:9]=[C:8]([CH3:18])[C:7]=2[N:6]=1. Procedure: To a suspension of 320 mg of 2-methoxy-N-(3-methyl-5-phenyl-1H-pyrazol-4-yl)-acetamide in 6 mL of phosphorous oxychloride was added 2.70 g of phosphorous pentoxide and the resulting suspension was heated at 120° C. for 5 h. The reaction mixture was cooled to rt and quenched with the addition of ice and water and then neutralized with solid sodium carbonate. The aqueous mixture was extracted with ethyl acetate and the combined organic extracts were washed with brine, dried (magnesium sulfate) and...